From a dataset of the Open Reaction Database (ORD), a public repository of structured organic reaction records. describe an organic reaction: reactants, conditions, products, and yield Starting materials: FC1=C(NC(C)=O)C=C(C(=C1)[N+](=O)[O-])F (2',5'-difluoro-4'-nitroacetanilide), NC1=CC=C(OC(C(=O)OC)C)C=C1 (methyl 2-(4-aminophenoxy) -propionate), O (water). Solvent: C(C)OCC (diethyl ether), O1CCOCC1 (dioxane). Product: C(C)(=O)NC=1C(=CC(=C(NC2=CC=C(OC(C(=O)OC)C)C=C2)C1)[N+](=O)[O-])F (Methyl 2- [p-(5-acetamido-4-fluoro-2-nitroanilino)phenoxy]propionate). As a reaction SMILES: [F:1][C:2]1[CH:11]=[C:10]([N+:12]([O-:14])=[O:13])[C:9](F)=[CH:8][C:3]=1[NH:4][C:5](=[O:7])[CH3:6].[NH2:16][C:17]1[CH:29]=[CH:28][C:20]([O:21][CH:22]([CH3:27])[C:23]([O:25][CH3:26])=[O:24])=[CH:19][CH:18]=1.O>O1CCOCC1.C(OCC)C>[C:5]([NH:4][C:3]1[C:2]([F:1])=[CH:11][C:10]([N+:12]([O-:14])=[O:13])=[C:9]([CH:8]=1)[NH:16][C:17]1[CH:18]=[CH:19][C:20]([O:21][CH:22]([CH3:27])[C:23]([O:25][CH3:26])=[O:24])=[CH:28][CH:29]=1)(=[O:7])[CH3:6]. Procedure details: A mixture of 2',5'-difluoro-4'-nitroacetanilide (7.35 g, 0.034 mol) and methyl 2-(4-aminophenoxy) -propionate (16.6 g, 0.085 mol) in dioxane is refluxed for 2 days, cooled to room temperature and poured into water. The resultant aqueous mixture is extracted with ethyl acetate and the organic extracts are combined, washed with brine, dried over anhydrous sodium sulfate and concentrated in vacuo to obtain a dark red gum. The gum is dissolved in hot diethyl ether and, after stirring briefly, an ora...